This data is from the Open Reaction Database (ORD), a public repository of structured organic reaction records. The task is: describe an organic reaction: reactants, conditions, products, and yield The reactants are O=Cc1cc(Br)c2c(c1)OCCO2, [F-], [K+], CN(C)C=O. Product: Cc1cc(C=O)cc2c1OCCO2. Reaction SMILES: [Br:1][c:2]1[cH:3][c:4]([CH:12]=[O:13])[cH:5][c:6]2[c:7]1[O:8][CH2:9][CH2:10][O:11]2.[F-:19].[K+:20].[O:14]=[CH:15][N:16]([CH3:17])[CH3:18]>>[c:2]1([CH3:15])[cH:3][c:4]([CH:12]=[O:13])[cH:5][c:6]2[c:7]1[O:8][CH2:9][CH2:10][O:11]2. Starting materials: O (water), [H-].[Na+] (Sodium hydride), C(#N)CP(OCC)(OCC)=O (diethyl cyanomethylphosphonate), CC1=C(N=C(O1)C1=CC=CC=C1)COC1=CC=C(C=CC=O)C=C1 (4-(5-methyl-2-phenyl-4-oxazolylmethoxy)cinnamoaldehyde). Run in O1CCCC1 (tetrahydrofuran). Reaction conditions: time 15 minute. Product: CC1=C(N=C(O1)C1=CC=CC=C1)COC1=CC=C(C=C1)/C=C/C=C/C#N ((E,E)-5-[4-(5-methyl-2-phenyl-4-oxazolylmethoxy)phenyl]-2,4-pentadienenitrile). The yield is 70.0%. Reaction SMILES: [H-].[Na+].[C:3]([CH2:5]P(=O)(OCC)OCC)#[N:4].[CH3:14][C:15]1[O:19][C:18]([C:20]2[CH:25]=[CH:24][CH:23]=[CH:22][CH:21]=2)=[N:17][C:16]=1[CH2:26][O:27][C:28]1[CH:37]=[CH:36][C:31]([CH:32]=[CH:33][CH:34]=O)=[CH:30][CH:29]=1.O>O1CCCC1>[CH3:14][C:15]1[O:19][C:18]([C:20]2[CH:21]=[CH:22][CH:23]=[CH:24][CH:25]=2)=[N:17][C:16]=1[CH2:26][O:27][C:28]1[CH:37]=[CH:36][C:31](/[CH:32]=[CH:33]/[CH:34]=[CH:5]/[C:3]#[N:4])=[CH:30][CH:29]=1 |f:0.1|. Procedure: Sodium hydride (60% in oil, 0.32 g) was added, in small portions at 0° C., to a solution of diethyl cyanomethylphosphonate (1.3 g) in tetrahydrofuran (50 ml). The mixture was stirred for 15 minutes at the same temperature, to which was then added 4-(5-methyl-2-phenyl-4-oxazolylmethoxy)cinnamoaldehyde (2.0 g), followed by stirring for 30 minutes under ice-cooling. The reaction mixture was poured into water, which was subjected to extraction with ethyl acetate. The ethyl acetate layer was washed w... The reactants are [OH-].[Na+] (Sodium hydroxide), C(C)OC(CN1C(C(C(C1)(C)C)OC1=CC(=C(C=C1)C#N)C(F)(F)F)=O)=O ([3-(4-cyano-3-trifluoromethyl-phenoxy)-4,4-dimethyl-2-oxo-pyrrolidin-1-yl]-acetic acid ethyl ester), Cl (hydrochloric acid). Run in C(C)O (ethanol), O (water). Run at time 8 hour. The product is C(#N)C1=C(C=C(OC2C(N(CC2(C)C)CC(=O)O)=O)C=C1)C(F)(F)F ([3-(4-Cyano-3-trifluoromethyl-phenoxy)-4,4-dimethyl-2-oxo-pyrrolidin-1-yl]-acetic acid). As a reaction SMILES: [OH-].[Na+].C([O:5][C:6](=[O:29])[CH2:7][N:8]1[CH2:12][C:11]([CH3:14])([CH3:13])[CH:10]([O:15][C:16]2[CH:21]=[CH:20][C:19]([C:22]#[N:23])=[C:18]([C:24]([F:27])([F:26])[F:25])[CH:17]=2)[C:9]1=[O:28])C.Cl>C(O)C.O>[C:22]([C:19]1[CH:20]=[CH:21][C:16]([O:15][CH:10]2[C:11]([CH3:14])([CH3:13])[CH2:12][N:8]([CH2:7][C:6]([OH:29])=[O:5])[C:9]2=[O:28])=[CH:17][C:18]=1[C:24]([F:27])([F:26])[F:25])#[N:23] |f:0.1|. Procedure details: Sodium hydroxide (50% in water, 10 mL) was added to a stirring solution of [3-(4-cyano-3-trifluoromethyl-phenoxy)-4,4-dimethyl-2-oxo-pyrrolidin-1-yl]-acetic acid ethyl ester (3) (16.8 mmoles) in ethanol (50 mL) and water (40 mL). The reaction was stirred at ambient temperature overnight. The pH of reaction mixture was adjusted to 2.0 by adding hydrochloric acid (37% in water). The reaction mixture was concentrated in vacuo to remove the ethanol. The desired product (3′) that precipitated from th... The reactants are IC1=CC=C(N)C=C1 (4-iodoaniline), [N+](=O)([O-])C=1C=C(C(=O)O)C=CC1 (3-nitrobenzoic acid), C(C)OC(C1=CC=C(C=C1)N)=O (ethyl-4-aminobenzoate), C1=C(C=CC2=CC=CC=C12)C(=O)O (2-napthoic acid). Yields the product COC(C1=CC(=C(C=C1)C)NC(C1=CC(=CC=C1)[N+](=O)[O-])=O)=O (4-Methyl-3-(3-nitro-benzoylamino)-benzoic acid methyl ester). RXN SMILES: [N+:1]([C:4]1[CH:5]=[C:6]([CH:10]=[CH:11][CH:12]=1)[C:7]([OH:9])=O)([O-:3])=[O:2].[CH2:13]([O:15][C:16](=[O:24])C1C=CC(N)=CC=1)C.[CH:25]1C2C(=CC=CC=2)C=CC=1C(O)=O.I[C:39]1[CH:45]=[CH:44][C:42]([NH2:43])=[CH:41][CH:40]=1>>[CH3:13][O:15][C:16](=[O:24])[C:45]1[CH:39]=[CH:40][C:41]([CH3:25])=[C:42]([NH:43][C:7](=[O:9])[C:6]2[CH:10]=[CH:11][CH:12]=[C:4]([N+:1]([O-:3])=[O:2])[CH:5]=2)[CH:44]=1. Procedure: The title compound was synthesized by the same procedure as for Example 15 except 3-nitrobenzoic acid and ethyl-4-aminobenzoate were used instead of 2-napthoic acid and 4-iodoaniline. M+315.3, mp 208-209° C. Reactants: Brc1ccccn1, [Li]CCCC, CN(C)S(=O)(=O)n1ccnc1C=O, CCOCC, CCOC(C)=O, CCCCCC, [Cl-], [NH4+], C1CCOC1. Yields the product CN(C)S(=O)(=O)n1ccnc1C(O)c1ccccn1. RXN SMILES: [Br:1][c:2]1[cH:3][cH:4][cH:5][cH:6][n:7]1.[CH2:8]([Li:9])[CH2:10][CH2:11][CH3:12].[CH3:13][N:14]([S:15](=[O:16])(=[O:17])[n:18]1[c:19]([CH:23]=[O:24])[n:20][cH:21][cH:22]1)[CH3:25].[CH3:28][CH2:29][O:30][CH2:31][CH3:32].[CH3:33][CH2:34][O:35][C:36](=[O:37])[CH3:38].[CH3:44][CH2:45][CH2:46][CH2:47][CH2:48][CH3:49].[Cl-:26].[NH4+:27].[O:39]1[CH2:40][CH2:41][CH2:42][CH2:43]1>>[c:2]1([CH:23]([c:19]2[n:18]([S:15]([N:14]([CH3:13])[CH3:25])(=[O:16])=[O:17])[cH:22][cH:21][n:20]2)[OH:24])[cH:3][cH:4][cH:5][cH:6][n:7]1. Starting materials: COc1cccc(C(=O)CBr)c1, O=C([O-])[O-], CN(C)C=O, [K+], [K+], NC(=O)c1ccccc1O, O. Yields the product COc1cccc(C(=O)COc2ccccc2C(N)=O)c1. Reaction SMILES: [Br:11][CH2:12][C:13](=[O:14])[c:15]1[cH:16][c:17]([O:21][CH3:22])[cH:18][cH:19][cH:20]1.[C:23](=[O:24])([O-:25])[O-:26].[CH3:30][N:31]([CH3:32])[CH:33]=[O:34].[K+:27].[K+:28].[NH2:1][C:2](=[O:3])[c:4]1[cH:5][cH:6][cH:7][cH:8][c:9]1[OH:10].[OH2:29]>>[NH2:1][C:2](=[O:3])[c:4]1[cH:5][cH:6][cH:7][cH:8][c:9]1[O:10][CH2:12][C:13](=[O:14])[c:15]1[cH:16][c:17]([O:21][CH3:22])[cH:18][cH:19][cH:20]1.